From a dataset of the Open Reaction Database (ORD), a public repository of structured organic reaction records. describe an organic reaction: reactants, conditions, products, and yield The reactants are CCOC(=O)c1ccc2c(c1)C(C)(C)CC(c1ccccc1[N+](=O)[O-])N2, CCO, [Cl-], [Fe], [NH4+]. Yields the product CCOC(=O)c1ccc2c(c1)C(C)(C)CC(c1ccccc1N)N2. As a reaction SMILES: [CH3:1][C:2]1([CH3:26])[CH2:3][CH:4]([c:17]2[c:18]([N+:23]([O-:24])=[O:25])[cH:19][cH:20][cH:21][cH:22]2)[NH:5][c:6]2[cH:7][cH:8][c:9]([C:12](=[O:13])[O:14][CH2:15][CH3:16])[cH:10][c:11]21.[CH3:29][CH2:30][OH:31].[Cl-:27].[Fe:32].[NH4+:28]>>[CH3:1][C:2]1([CH3:26])[CH2:3][CH:4]([c:17]2[c:18]([NH2:23])[cH:19][cH:20][cH:21][cH:22]2)[NH:5][c:6]2[cH:7][cH:8][c:9]([C:12](=[O:13])[O:14][CH2:15][CH3:16])[cH:10][c:11]21. Reactants: BrCCCC(=O)Cl (4-bromobutyryl chloride), CN1CCOCC1 (N-methylmorpholine), C(C1=CC=CC=C1)O (benzyl alcohol). Solvent: C(C)(=O)OCC (Ethyl acetate). Reaction conditions: temperature -20 celsius, time 2 hour. Yields the product C(C1=CC=CC=C1)OC(CCCBr)=O (benzyl-4-bromo-butyrate). The yield is 91.0%. RXN SMILES: [Br:1][CH2:2][CH2:3][CH2:4][C:5](Cl)=[O:6].CN1CCOCC1.[CH2:15]([OH:22])[C:16]1[CH:21]=[CH:20][CH:19]=[CH:18][CH:17]=1>C(OCC)(=O)C>[CH2:15]([O:22][C:5](=[O:6])[CH2:4][CH2:3][CH2:2][Br:1])[C:16]1[CH:21]=[CH:20][CH:19]=[CH:18][CH:17]=1. Procedure: In the first step, 4-bromobutyryl chloride (13.8 g, 75 mmole) was placed in a 100 ml round bottom flask. The flask was cooled to -20° C. using a dry ice/carbon tetrachloride bath. Ethyl acetate (50 ml) containing N-methylmorpholine (7.58 g, 75 mmole, 8.2 ml) was added carefully. Using an addition funnel, benzyl alcohol (6.97 g, 6.67 ml, 6.64 mmoles) was added dropwise. After the addition the bath was removed and the mixture was stirred for 2 hours. The product was transferred to a separatory fun... The reactants are NC[C@H]1N(CCC[C@H]1C)C(=O)C1=C(C=CC=C1N1N=CC=N1)F (((2S,3R)-2-(aminomethyl)-3-methylpiperidin-1-yl)(2-fluoro-6-(2H-1,2,3-triazol-2-yl)phenyl)methanone), ClC1=NC=C(C=N1)Cl (2,5-dichloropyrimidine). Yields the product ClC=1C=NC(=NC1)NC[C@H]1N(CCC[C@H]1C)C(=O)C1=C(C=CC=C1N1N=CC=N1)F (((2S,3R)-2-(((5-Chloropyrimidin-2-yl)amino)methyl)-3-methylpiperidin-1-yl)(2-fluoro-6-(2H-1,2,3-triazol-2-yl)phenyl)methanone). Reaction SMILES: [NH2:1][CH2:2][C@@H:3]1[C@H:8]([CH3:9])[CH2:7][CH2:6][CH2:5][N:4]1[C:10]([C:12]1[C:17]([N:18]2[N:22]=[CH:21][CH:20]=[N:19]2)=[CH:16][CH:15]=[CH:14][C:13]=1[F:23])=[O:11].Cl[C:25]1[N:30]=[CH:29][C:28]([Cl:31])=[CH:27][N:26]=1>>[Cl:31][C:28]1[CH:27]=[N:26][C:25]([NH:1][CH2:2][C@@H:3]2[C@H:8]([CH3:9])[CH2:7][CH2:6][CH2:5][N:4]2[C:10]([C:12]2[C:17]([N:18]3[N:19]=[CH:20][CH:21]=[N:22]3)=[CH:16][CH:15]=[CH:14][C:13]=2[F:23])=[O:11])=[N:30][CH:29]=1. Procedure details: The title compound was prepared following the same general protocol as described for Example A1 using ((2S,3R)-2-(aminomethyl)-3-methylpiperidin-1-yl)(2-fluoro-6-(2H-1,2,3-triazol-2-yl)phenyl)methanone and 2,5-dichloropyrimidine. ESI-MS (m/z): 430 [M+1]+.